Dataset: the Open Reaction Database (ORD), a public repository of structured organic reaction records. Task: describe an organic reaction: reactants, conditions, products, and yield Reactants: CC(C)CCNC(=O)c1cnc(N2CCNCC2)nc1C(F)(F)F, CCN(C(C)C)C(C)C, ClCCl, O=C(Cl)c1ccccc1C(F)(F)F. Yields the product CC(C)CCNC(=O)c1cnc(N2CCN(C(=O)c3ccccc3C(F)(F)F)CC2)nc1C(F)(F)F. RXN SMILES: [CH3:1][CH:2]([CH2:3][CH2:4][NH:5][C:6](=[O:7])[c:8]1[c:9]([C:20]([F:21])([F:22])[F:23])[n:10][c:11]([N:14]2[CH2:15][CH2:16][NH:17][CH2:18][CH2:19]2)[n:12][cH:13]1)[CH3:24].[CH:25]([N:26]([CH:27]([CH3:28])[CH3:29])[CH2:30][CH3:31])([CH3:32])[CH3:33].[Cl:47][CH2:48][Cl:49].[F:34][C:35]([c:36]1[c:37]([C:38](=[O:39])[Cl:40])[cH:41][cH:42][cH:43][cH:44]1)([F:45])[F:46]>>[CH3:1][CH:2]([CH2:3][CH2:4][NH:5][C:6](=[O:7])[c:8]1[c:9]([C:20]([F:21])([F:22])[F:23])[n:10][c:11]([N:14]2[CH2:15][CH2:16][N:17]([C:38]([c:37]3[c:36]([C:35]([F:34])([F:45])[F:46])[cH:44][cH:43][cH:42][cH:41]3)=[O:39])[CH2:18][CH2:19]2)[n:12][cH:13]1)[CH3:24].